This data is from the Open Reaction Database (ORD), a public repository of structured organic reaction records. The task is: describe an organic reaction: reactants, conditions, products, and yield Starting materials: ClC1=NC(=NC(=C1C#N)NCCO)S(=O)(=O)C (4-chloro-6-(2-hydroxy-ethylamino)-2-methanesulfonyl-pyrimidine-5-carbonitrile), N1=CC(=CC=C1)CN (3-picolyl-amine), C(C)N(C(C)C)C(C)C (N-ethyl-diisopropylamine). Solvent: O1CCOCC1 (dioxane). Yields the product ClC1=NC(=NC(=C1C#N)NCCO)NCC=1C=NC=CC1 (4-chloro-6-(2-hydroxy-ethylamino)-2-[(pyridin-3-ylmethyl)-amino]-pyrimidine-5-carbonitrile). As a reaction SMILES: [Cl:1][C:2]1[C:7]([C:8]#[N:9])=[C:6]([NH:10][CH2:11][CH2:12][OH:13])[N:5]=[C:4](S(C)(=O)=O)[N:3]=1.[N:18]1[CH:23]=[CH:22][CH:21]=[C:20]([CH2:24][NH2:25])[CH:19]=1.C(N(C(C)C)C(C)C)C>O1CCOCC1>[Cl:1][C:2]1[C:7]([C:8]#[N:9])=[C:6]([NH:10][CH2:11][CH2:12][OH:13])[N:5]=[C:4]([NH:25][CH2:24][C:20]2[CH:19]=[N:18][CH:23]=[CH:22][CH:21]=2)[N:3]=1. Reported procedure: In analogy to the procedure described in example 47a, the crude 4-chloro-6-(2-hydroxy-ethylamino)-2-methanesulfonyl-pyrimidine-5-carbonitrile was treated with 3-picolyl-amine in dioxane in the presence of N-ethyl-diisopropylamine at 40° C. to yield 4-chloro-6-(2-hydroxy-ethylamino)-2-[(pyridin-3-ylmethyl)-amino]-pyrimidine-5-carbonitrile as a brown solid which was used in the next step without further purification and characterization. Starting materials: II (Iodine), C(C)(C)C1=C(C(=CC(=C1)C(C)C)C(C)C)Br (2,4,6-triisopropylbromobenzene), BrCCBr (1,2-dibromethane), [Mg] (magnesium), COC=1C=C(C=C(C1)OC)F (3,5-dimethoxyfluorobenzene), [Li]CCCC (n-BuLi). Solvent: C1CCOC1 (THF), C1CCOC1 (THF), C1CCOC1 (THF). The product is Grignard reagent, IC1=C(C=C(C=C1OC)OC)C1=C(C=C(C=C1C(C)C)C(C)C)C(C)C (2-iodo-2′,4′,6′-triisopropyl-3,5-dimethoxybiphenyl). Isolated yield 48.0%. Reaction SMILES: [Mg].[CH:2]([C:5]1[CH:10]=[C:9]([CH:11]([CH3:13])[CH3:12])[CH:8]=[C:7]([CH:14]([CH3:16])[CH3:15])[C:6]=1Br)([CH3:4])[CH3:3].BrCCBr.[CH3:22][O:23][C:24]1[CH:25]=[C:26](F)[CH:27]=[C:28]([O:30][CH3:31])[CH:29]=1.[Li]CCCC.[I:38]I>C1COCC1>[I:38][C:25]1[C:24]([O:23][CH3:22])=[CH:29][C:28]([O:30][CH3:31])=[CH:27][C:26]=1[C:6]1[C:5]([CH:2]([CH3:4])[CH3:3])=[CH:10][C:9]([CH:11]([CH3:13])[CH3:12])=[CH:8][C:7]=1[CH:14]([CH3:16])[CH3:15]. Reported procedure: An oven-dried three-neck 500 mL round bottom flask, which was equipped with a magnetic stir bar and charged with magnesium shavings (2.8 g, 116 mmol), was fitted with a reflux condenser, glass stopper, and rubber septum. The flask was purged with argon and then THF (45 mL) and 2,4,6-triisopropylbromobenzene (11.4 mL, 45 mmol) were added via syringe. The reaction mixture was heated to reflux and 1,2-dibromethane (40 uL) was added via syringe. The reaction was allowed to stir at reflux for 1.5 h a...